This data is from the Open Reaction Database (ORD), a public repository of structured organic reaction records. The task is: describe an organic reaction: reactants, conditions, products, and yield The reactants are Cc1nc(N2CCN(C(=O)OC(C)(C)C)CC2)ccc1[N+](=O)[O-], C1CCOC1. Yields the product Cc1nc(N2CCN(C(=O)OC(C)(C)C)CC2)ccc1N. As a reaction SMILES: [C:1]([CH3:2])([CH3:3])([CH3:4])[O:5][C:6](=[O:7])[N:8]1[CH2:9][CH2:10][N:11]([c:14]2[n:15][c:16]([CH3:23])[c:17]([N+:20]([O-:21])=[O:22])[cH:18][cH:19]2)[CH2:12][CH2:13]1.[CH2:24]1[O:25][CH2:26][CH2:27][CH2:28]1>>[C:1]([CH3:2])([CH3:3])([CH3:4])[O:5][C:6](=[O:7])[N:8]1[CH2:9][CH2:10][N:11]([c:14]2[n:15][c:16]([CH3:23])[c:17]([NH2:20])[cH:18][cH:19]2)[CH2:12][CH2:13]1. Reactants: CC(C)(C)OC(=O)NCC(CNC(=O)OC(C)(C)C)OS(C)(=O)=O, CN(C)C=O, [N-]=[N+]=[N-], [Na+]. The product is CC(C)(C)OC(=O)NCC(CNC(=O)OC(C)(C)C)N=[N+]=[N-]. Reaction SMILES: [C:5]([CH3:6])([CH3:7])([CH3:8])[O:9][C:10](=[O:11])[NH:12][CH2:13][CH:14]([CH2:15][NH:16][C:17](=[O:18])[O:19][C:20]([CH3:21])([CH3:22])[CH3:23])[O:24][S:25]([CH3:26])(=[O:27])=[O:28].[CH3:29][N:30]([CH3:31])[CH:32]=[O:33].[N-:2]=[N+:3]=[N-:4].[Na+:1]>>[N:2](=[N+:3]=[N-:4])[CH:14]([CH2:13][NH:12][C:10]([O:9][C:5]([CH3:6])([CH3:7])[CH3:8])=[O:11])[CH2:15][NH:16][C:17](=[O:18])[O:19][C:20]([CH3:21])([CH3:22])[CH3:23]. Reactants: C=C1COC(=C(C1)[N+](=O)[O-])C1=C(C=C(C(=C1)F)F)F (3-methylene-5-nitro-6-(2,4,5-trifluorophenyl)-3,4-dihydro-2H-pyran), [BH4-].[Na+] (sodium borohydride). Run in C(Cl)(Cl)Cl (chloroform), C(C)(C)O (isopropyl alcohol). Conditions: time 30 minute. The product is C=C1C[C@H]([C@@H](OC1)C1=C(C=C(C(=C1)F)F)F)[N+](=O)[O-] (trans-5-methylene-3-nitro-2-(2,4,5 trifluorophenyl)tetrahydro-2H-pyran). As a reaction SMILES: [CH2:1]=[C:2]1[CH2:7][C:6]([N+:8]([O-:10])=[O:9])=[C:5]([C:11]2[CH:16]=[C:15]([F:17])[C:14]([F:18])=[CH:13][C:12]=2[F:19])[O:4][CH2:3]1.[BH4-].[Na+]>C(Cl)(Cl)Cl.C(O)(C)C>[CH2:1]=[C:2]1[CH2:3][O:4][C@@H:5]([C:11]2[CH:16]=[C:15]([F:17])[C:14]([F:18])=[CH:13][C:12]=2[F:19])[C@H:6]([N+:8]([O-:10])=[O:9])[CH2:7]1 |f:1.2|. Procedure: To a solution of 3-methylene-5-nitro-6-(2,4,5-trifluorophenyl)-3,4-dihydro-2H-pyran (798 mg, 2.94 mmol) in chloroform (42 mL) and isopropyl alcohol (7.8 mL) was added silica gel (5.1 g), and sodium borohydride (420 mg, 37.8 mmol), and the reaction mixture stirred for 30 minutes at room temperature. The reaction mixture was then quenched by dropwise addition of hydrochloric acid (6 mL, 2N) and filtered. The resulting solid residue was washed with ethyl acetate (100 mL). The combined filtrate was ...